From a dataset of the Open Reaction Database (ORD), a public repository of structured organic reaction records. describe an organic reaction: reactants, conditions, products, and yield Reactants: ClC(=O)OCC (Ethyl chloroformate), BrC1=CN=CN1C (5-bromo-1-methyl-1H-imidazole). Run in CC#N (MeCN), CC#N (MeCN). Product: C(C)OC(=O)C=1N(C(=CN1)Br)C (5-bromo-1-methyl-1H-imidazole-2-carboxylic acid ethyl ester). Isolated yield 55.3%. RXN SMILES: Cl[C:2]([O:4][CH2:5][CH3:6])=[O:3].[Br:7][C:8]1[N:12]([CH3:13])[CH:11]=[N:10][CH:9]=1>CC#N>[CH2:5]([O:4][C:2]([C:11]1[N:12]([CH3:13])[C:8]([Br:7])=[CH:9][N:10]=1)=[O:3])[CH3:6]. Procedure: Ethyl chloroformate (1.19 mL, 12.4 mmol) in MeCN (5 mL) was added dropwise to a 1.00 g (6.21 mmol) of 5-bromo-1-methyl-1H-imidazole (Aldrich) in 30 mL of MeCN under N2. The mixture was stirred and allowed to warm to rt overnight. The mixture was concentrated and the residue was treated with 2M NaOH (100 mL) and extratcted with CH2Cl2 (3×100 mL). The combined extracts were washed with brine, dried with MgSO4, filtered, concentrated, and chromatographed (0–50% EtOAc in hexanes) to give the 5-bromo...